From a dataset of the Open Reaction Database (ORD), a public repository of structured organic reaction records. describe an organic reaction: reactants, conditions, products, and yield Reactants: C(C)(=O)Cl (acetyl chloride), ClC1=CC=C(C=N1)CC(=O)O (2-(6-chloropyridin-3-yl)acetic acid). Run in CO (MeOH). Run at time 30 minute. Product: ClC1=CC=C(C=N1)CC(=O)OC (methyl 2-(6-chloropyridin-3-yl)acetate). RXN SMILES: [C:1](Cl)(=O)C.[Cl:5][C:6]1[N:11]=[CH:10][C:9]([CH2:12][C:13]([OH:15])=[O:14])=[CH:8][CH:7]=1>CO>[Cl:5][C:6]1[N:11]=[CH:10][C:9]([CH2:12][C:13]([O:15][CH3:1])=[O:14])=[CH:8][CH:7]=1. Reported procedure: To a stirred solution of MeOH (25 mL) was added slowly acetyl chloride (3.5 mL). After 30 min, 2-(6-chloropyridin-3-yl)acetic acid (2.5 g) was added and the resulting reaction mixture stirred at room temperature for 2 hr. Solvents were then removed. The residue was dissolved in EtOAc and washed with 10% NaHCO3. The organic phase was dried and concentrated to afford the product (2.5 g). Starting materials: CC1=C(C=C(C(=C1)C)S(=O)CC(F)(F)F)O (2,4-dimethyl-5-(2,2,2-trifluoroethylsulfinyl)phenol), FC(OC1=CC=C(C=C1)CCO)(F)F (2-(4′-trifluoromethoxyphenyl)ethanol), C1(=CC=CC=C1)P(C1=CC=CC=C1)C1=CC=CC=C1 (triphenylphosphine), N(=NC(=O)OC(C)C)C(=O)OC(C)C (diisopropyl azodicarboxylate). The solvent is O1CCCC1 (tetrahydrofuran). Reaction conditions: time 16 hour. Yields the product FC(OC1=CC=C(C=C1)CCOC1=C(C=C(C(=C1)S(=O)CC(F)(F)F)C)C)(F)F (2-(4′-trifluoromethoxyphenyl)ethyl-[2,4-dimethyl-5-(2,2,2-trifluoroethylsulfinyl)phenyl]ether). Isolated yield 40.1%. Reaction SMILES: [CH3:1][C:2]1[CH:7]=[C:6]([CH3:8])[C:5]([S:9]([CH2:11][C:12]([F:15])([F:14])[F:13])=[O:10])=[CH:4][C:3]=1[OH:16].[F:17][C:18]([F:30])([F:29])[O:19][C:20]1[CH:25]=[CH:24][C:23]([CH2:26][CH2:27]O)=[CH:22][CH:21]=1.C1(P(C2C=CC=CC=2)C2C=CC=CC=2)C=CC=CC=1.N(C(OC(C)C)=O)=NC(OC(C)C)=O>O1CCCC1>[F:17][C:18]([F:29])([F:30])[O:19][C:20]1[CH:21]=[CH:22][C:23]([CH2:26][CH2:27][O:16][C:3]2[CH:4]=[C:5]([S:9]([CH2:11][C:12]([F:14])([F:15])[F:13])=[O:10])[C:6]([CH3:8])=[CH:7][C:2]=2[CH3:1])=[CH:24][CH:25]=1. Reported procedure: In 30 ml of tetrahydrofuran were dissolved 0.3 g (1.19 mmol) of 2,4-dimethyl-5-(2,2,2-trifluoroethylsulfinyl)phenol, 0.29 g (1.41 mmol) of 2-(4′-trifluoromethoxyphenyl)ethanol and 0.41 g (1.56 mmol) of triphenylphosphine. Thereto was added 0.31 g (1.53 mmol) of diisopropyl azodicarboxylate at room temperature, and stirred for 16 hours. The solvent was distilled off under reduced pressure. The residue was purified by silica gel column chromatography (developing solvent: a mixed solvent of n-hexan... The reactants are FC1=CC=C(C=C1)C=1NC(NC1C1=CC=NC=C1)=S (4-(4-fluorophenyl)-5-(4-pyridyl)-1H-imidazole-2-thione), [H-].[Na+] (sodium hydride), C(C)(C)Br (isopropyl bromide), [H][H] (hydrogen). The solvent is CN(C=O)C (dimethylformamide), O (water). Conditions: time 3 hour. Yields the product FC1=CC=C(C=C1)C=1N=C(NC1C1=CC=NC=C1)SC(C)C (4-(4-Fluorophenyl)-5-(4-Pyridyl)-2-(2-Propylthio)Imidazole). Isolated yield 15.2%. As a reaction SMILES: [F:1][C:2]1[CH:7]=[CH:6][C:5]([C:8]2[NH:9][C:10](=[S:19])[NH:11][C:12]=2[C:13]2[CH:18]=[CH:17][N:16]=[CH:15][CH:14]=2)=[CH:4][CH:3]=1.[H-].[Na+].[H][H].[CH:24](Br)([CH3:26])[CH3:25]>CN(C)C=O.O>[F:1][C:2]1[CH:3]=[CH:4][C:5]([C:8]2[N:9]=[C:10]([S:19][CH:24]([CH3:26])[CH3:25])[NH:11][C:12]=2[C:13]2[CH:14]=[CH:15][N:16]=[CH:17][CH:18]=2)=[CH:6][CH:7]=1 |f:1.2|. Reported procedure: To 8.0 g of 4-(4-fluorophenyl)-5-(4-pyridyl)-1H-imidazole-2-thione in 100 ml of dimethylformamide was added 1.56 g of sodium hydride (50% in mineral oil). The mixture was stirred until the evolution of hydrogen ceased. At this point 3.9 g of isopropyl bromide was added with a syringe. After stirring for 3 hours the mixture was poured into water, filtered and air dried. Trituration with ether, filtering and drying gave 5.73 g. Recrystallizing a 3.0 g sample from ethanol gave 1.4 g of the title co... Starting materials: C(C)(=O)C=1C(N(C(=CC1O)C)CC=C)=O (3-acetyl-1-allyl-4-hydroxy-6-methyl-2(1H)-pyridinone), C(C)O (ethanol). Yields the product C(C=C)N1C(C(=C(C=C1C)O)C(C=CC1=CC(=CC=C1)OCC#N)=O)=O (1-allyl-3-[3-[3-(cyanomethoxy)phenyl]-1-oxo-2-propenyl]-4-hydroxy-6-methyl-2(1H)-pyridinone). Reaction SMILES: [C:1]([C:4]1[C:5](=[O:15])[N:6]([CH2:12][CH:13]=[CH2:14])[C:7]([CH3:11])=[CH:8][C:9]=1[OH:10])(=[O:3])[CH3:2].[CH2:16]([OH:18])[CH3:17]>>[CH2:12]([N:6]1[C:7]([CH3:11])=[CH:8][C:9]([OH:10])=[C:4]([C:1](=[O:3])[CH:2]=[CH:8][C:9]2[CH:4]=[CH:1][CH:2]=[C:16]([O:18][CH2:11][C:7]#[N:6])[CH:17]=2)[C:5]1=[O:15])[CH:13]=[CH2:14]. Reported procedure: According to the same manner as that of Example a-5 except that 0.20 g of 3-acetyl-1-allyl-4-hydroxy-6-methyl-2(1H)-pyridinone was used in place of 3-acetyl-4-hydroxy-1,6-dimethyl-2(1H)-pyridinone, and 6 ml of ethanol was used in place of pyridine, 0.23 g of 1-allyl-3-[3-[3-(cyanomethoxy)phenyl]-1-oxo-2-propenyl]-4-hydroxy-6-methyl-2(1H)-pyridinone [Compound No. (1c)] was obtained as a yellow crystal.